From a dataset of the Open Reaction Database (ORD), a public repository of structured organic reaction records. describe an organic reaction: reactants, conditions, products, and yield The reactants are C(C)(C)(C)OC(NC1=C(C=C(C(=C1)N(CCC)C)Cl)[N+](=O)[O-])=O ([4-chloro-5-(methyl-propyl-amino)-2-nitro-phenyl]-carbamic acid tert-butyl ester), O.O.Cl[Sn]Cl (SnCl2.2H2O). Product: C(C)(C)(C)OC(NC1=C(C=C(C(=C1)N(CCC)C)Cl)N)=O ([2-Amino-4-chloro-5-(methyl-propyl-amino)-phenyl]-carbamic acid tert-butyl ester), solid. RXN SMILES: [C:1]([O:5][C:6](=[O:23])[NH:7][C:8]1[CH:13]=[C:12]([N:14]([CH3:18])[CH2:15][CH2:16][CH3:17])[C:11]([Cl:19])=[CH:10][C:9]=1[N+:20]([O-])=O)([CH3:4])([CH3:3])[CH3:2].O.O.Cl[Sn]Cl>>[C:1]([O:5][C:6](=[O:23])[NH:7][C:8]1[CH:13]=[C:12]([N:14]([CH3:18])[CH2:15][CH2:16][CH3:17])[C:11]([Cl:19])=[CH:10][C:9]=1[NH2:20])([CH3:2])([CH3:3])[CH3:4] |f:1.2.3|. Procedure: The title compound was prepared from [4-chloro-5-(methyl-propyl-amino)-2-nitro-phenyl]-carbamic acid tert-butyl ester (Example C6) (3.15 g, 9.16 mmol) by reduction with SnCl2.2H2O according to the general procedure J (method b). Obtained as a pale brown solid (2.58 g).